From a dataset of the Open Reaction Database (ORD), a public repository of structured organic reaction records. describe an organic reaction: reactants, conditions, products, and yield The reactants are OC[C@H]1C[C@@H]2N(CCNC2)C1 ((7S,8aS)-7-hydroxymethyl-1,2,3,4,6,7,8,8a-octahydro-pyrrolo[1,2-a]pyrazine), ClC1=NC=C(C=C1)Cl (2,5-dichloropyridine), C([O-])([O-])=O.[Na+].[Na+] (sodium carbonate). Solvent: C(CC(C)C)O (isoamyl alcohol). The product is OC[C@H]1C[C@@H]2N(CCN(C2)C2=NC=C(C=C2)Cl)C1 ((7S,8aS)-7-Hydroxymethyl-2-(5-chloropyridin-2-yl)-1,2,3,4,6,7,8,8a-octahydro-pyrrolo[1,2-a]pyrazine). Yield: 29.2%. RXN SMILES: [OH:1][CH2:2][C@@H:3]1[CH2:11][N:6]2[CH2:7][CH2:8][NH:9][CH2:10][C@@H:5]2[CH2:4]1.Cl[C:13]1[CH:18]=[CH:17][C:16]([Cl:19])=[CH:15][N:14]=1.C(=O)([O-])[O-].[Na+].[Na+]>C(O)CC(C)C>[OH:1][CH2:2][C@@H:3]1[CH2:11][N:6]2[CH2:7][CH2:8][N:9]([C:13]3[CH:18]=[CH:17][C:16]([Cl:19])=[CH:15][N:14]=3)[CH2:10][C@@H:5]2[CH2:4]1 |f:2.3.4|. Reported procedure: A mixture of 0.50 g (3.2 mmol) of (7S,8aS)-7-hydroxymethyl-1,2,3,4,6,7,8,8a-octahydro-pyrrolo[1,2-a]pyrazine (Preparation 13, Step A), 2.37 g (16.0 mmol) of 2,5-dichloropyridine, 0.85 g (8.0 mmol) of sodium carbonate and 35 mL of isoamyl alcohol was refluxed for 48 h. The hot solution was filtered and the filtrate evaporated. Purification by flash silica gel chromatography with 9:1 chloroform:methanol gave 0.25 g (29%) of the title compound. 13C NMR (CDCl3): δ 31.1, 37.3, 44.7, 49.7, 51.2, 57.2,... The reactants are C(C1=CC=CC=C1)N1C=NC(=CC1=O)NC (3-Benzyl-6-(methylamino)pyrimidin-4(3H)-one), C(C1=CC=CC=C1)N1C=NC(=CC1=O)NC (3-Benzyl-6-(methylamino)pyrimidin-4(3H)-one), CC(C(=O)OCC)C(=O)OCC (diethyl methylmalonate), C1(=CC=CC=C1)OC1=CC=CC=C1 (phenyl ether). Solvent: C(C)OCC (diethyl ether). Product: C(C1=CC=CC=C1)N1C=NC2=C(C1=O)C(=C(C(N2C)=O)C)O (3-Benzyl-5-hydroxy-6,8-dimethylpyrido[2,3-d]pyrimidine-4,7(3H,8H)-dione). Isolated yield 76.0%. As a reaction SMILES: [CH2:1]([N:8]1[C:13](=[O:14])[CH:12]=[C:11]([NH:15][CH3:16])[N:10]=[CH:9]1)[C:2]1[CH:7]=[CH:6][CH:5]=[CH:4][CH:3]=1.[CH3:17][CH:18]([C:24]([O:26]CC)=O)[C:19]([O:21]CC)=O.C1(OC2C=CC=CC=2)C=CC=CC=1>C(OCC)C>[CH2:1]([N:8]1[C:13](=[O:14])[C:12]2[C:24]([OH:26])=[C:18]([CH3:17])[C:19](=[O:21])[N:15]([CH3:16])[C:11]=2[N:10]=[CH:9]1)[C:2]1[CH:3]=[CH:4][CH:5]=[CH:6][CH:7]=1. Procedure details: 3-Benzyl-6-(methylamino)pyrimidin-4(3H)-one (compound 5A) (10 g, 46.5 mmol, 1 eq) and diethyl methylmalonate (16 mL, 93 mmol, 2 eq) were heated in phenyl ether (20 mL, 127 mmol) at 240° C. for 3 hours. The solution was cooled and diethyl ether (100 mL) was added. A precipitate formed which was filtered and washed with ether to give 10.5 g of the title compound as a tan solid (76%). [M+H] calc'd for C16H15N3O3, 298. found, 298. Starting materials: intermediate 10, CS(=O)(=O)C1=CC=C(C=C1)C1=CSC2=C1N=CN=C2NC2CCNCC2 (7-(4-methanesulfonyl-phenyl)-N-(piperidin-4-yl)thieno[3,2-d]pyrimidin-4-amine), ClC1=NC=C(C=N1)CC (2-chloro-5-ethylpyrimidine). Product: C(C)C=1C=NC(=NC1)N1CCC(CC1)NC=1C2=C(N=CN1)C(=CS2)C2=CC=C(C=C2)S(=O)(=O)C (N-(1-(5-ethylpyrimidin-2-yl)piperidin-4-yl)-7-(4-methanesulfonyl-phenyl)thieno[3,2-d]pyrimidin-4-amine). Reaction SMILES: [CH3:1][S:2]([C:5]1[CH:10]=[CH:9][C:8]([C:11]2[C:15]3[N:16]=[CH:17][N:18]=[C:19]([NH:20][CH:21]4[CH2:26][CH2:25][NH:24][CH2:23][CH2:22]4)[C:14]=3[S:13][CH:12]=2)=[CH:7][CH:6]=1)(=[O:4])=[O:3].Cl[C:28]1[N:33]=[CH:32][C:31]([CH2:34][CH3:35])=[CH:30][N:29]=1>>[CH2:34]([C:31]1[CH:30]=[N:29][C:28]([N:24]2[CH2:25][CH2:26][CH:21]([NH:20][C:19]3[C:14]4[S:13][CH:12]=[C:11]([C:8]5[CH:9]=[CH:10][C:5]([S:2]([CH3:1])(=[O:3])=[O:4])=[CH:6][CH:7]=5)[C:15]=4[N:16]=[CH:17][N:18]=3)[CH2:22][CH2:23]2)=[N:33][CH:32]=1)[CH3:35]. Procedure details: The procedure of intermediate 10 was repeated using 7-(4-methanesulfonyl-phenyl)-N-(piperidin-4-yl)thieno[3,2-d]pyrimidin-4-amine obtained in Example 110 and 2-chloro-5-ethylpyrimidine to obtain the title compound. Reactants: O[C@@H]1CNCC1 ((S)-3-hydroxypyrrolidine), N(=C=S)C=1C=CC(=NC1)OC (5-isothiocyanato-2-methoxypyridine). The product is O[C@@H]1CN(CC1)C(NC=1C=NC(=CC1)OC)=S ((3S)-3-Hydroxy-N-(6-methoxypyridin-3-yl)pyrrolidine-1-carbothioamide). Yield: 99.0%. RXN SMILES: [OH:1][C@H:2]1[CH2:6][CH2:5][NH:4][CH2:3]1.[N:7]([C:10]1[CH:11]=[CH:12][C:13]([O:16][CH3:17])=[N:14][CH:15]=1)=[C:8]=[S:9]>>[OH:1][C@H:2]1[CH2:6][CH2:5][N:4]([C:8](=[S:9])[NH:7][C:10]2[CH:15]=[N:14][C:13]([O:16][CH3:17])=[CH:12][CH:11]=2)[CH2:3]1. Procedure: The title compound was prepared from (S)-3-hydroxypyrrolidine and 5-isothiocyanato-2-methoxypyridine (J. Org. Chem. (1980), 45, 4219), using the same method as that described for preparation 35, in 99% yield. 1H NMR(400 MHz, CD3OD) δ: 1.91-2.22(m, 2H), 3.69-3.81(m, 4H), 3.88(s, 3H), 4.40-4.52(m, 1H), 6.78(d, 1H), 7.69(dd, 1H), 8.00(m, 1H); LCMS m/z 254 [M+H]+ Reactants: BrC1=C2C=CC(C=C2C2=C1C=C1N=C3C=CC=CC3=C1C2(C)C)C2=CC=CC=C2 (7-Bromo-12,12-dimethyl-10-phenyl-10,12-dihydroindeno[2,1-b]carbazole), C1(=CC=CC=C1)N(C1=CC=C(C=C1)B(O)O)C1=CC=CC=C1 (4-diphenylamino-phenylboronic acid), C1(=CC=CC=C1)C.C(C)O (toluene ethanol), solvent, C([O-])([O-])=O.[K+].[K+] (potassium carbonate), nitrogen-substituted. Reagents/catalysts: C=1C=CC(=CC1)[P](C=2C=CC=CC2)(C=3C=CC=CC3)[Pd]([P](C=4C=CC=CC4)(C=5C=CC=CC5)C=6C=CC=CC6)([P](C=7C=CC=CC7)(C=8C=CC=CC8)C=9C=CC=CC9)[P](C=1C=CC=CC1)(C=1C=CC=CC1)C=1C=CC=CC1 (tetrakis(triphenylphosphine)palladium). Solvent: O (water), C1(=CC=CC=C1)C (toluene). Conditions: temperature 73 celsius, time 5 hour. Product: CC1(C2=C(C=C3N=C4C=CC=CC4=C13)C(=C1C=CC(C=C12)C1=CC=CC=C1)C1=CC=C(C=C1)N(C1=CC=CC=C1)C1=CC=CC=C1)C (12,12-dimethyl-10-phenyl-7-(4-diphenylamino-phenyl)-10,12-dihydroindeno[2,1-b]carbazole). The yield is 58.2%. Reaction SMILES: Br[C:2]1[C:10]2[CH:11]=[C:12]3[C:20]([C:21]([CH3:23])([CH3:22])[C:9]=2[C:8]2[C:3]=1[CH:4]=[CH:5][CH:6]([C:24]1[CH:29]=[CH:28][CH:27]=[CH:26][CH:25]=1)[CH:7]=2)=[C:19]1[C:14]([CH:15]=[CH:16][CH:17]=[CH:18]1)=[N:13]3.[C:30]1([N:36]([C:46]2[CH:51]=[CH:50][CH:49]=[CH:48][CH:47]=2)[C:37]2[CH:42]=[CH:41][C:40](B(O)O)=[CH:39][CH:38]=2)[CH:35]=[CH:34][CH:33]=[CH:32][CH:31]=1.C1(C)C=CC=CC=1.C(O)C.C(=O)([O-])[O-].[K+].[K+]>C1C=CC([P]([Pd]([P](C2C=CC=CC=2)(C2C=CC=CC=2)C2C=CC=CC=2)([P](C2C=CC=CC=2)(C2C=CC=CC=2)C2C=CC=CC=2)[P](C2C=CC=CC=2)(C2C=CC=CC=2)C2C=CC=CC=2)(C2C=CC=CC=2)C2C=CC=CC=2)=CC=1.O.C1(C)C=CC=CC=1>[CH3:22][C:21]1([CH3:23])[C:20]2[C:12]([N:13]=[C:14]3[C:19]=2[CH:18]=[CH:17][CH:16]=[CH:15]3)=[CH:11][C:10]2[C:2]([C:40]3[CH:41]=[CH:42][C:37]([N:36]([C:30]4[CH:35]=[CH:34][CH:33]=[CH:32][CH:31]=4)[C:46]4[CH:51]=[CH:50][CH:49]=[CH:48][CH:47]=4)=[CH:38][CH:39]=3)=[C:3]3[C:8]([C:9]1=2)=[CH:7][CH:6]([C:24]1[CH:29]=[CH:28][CH:27]=[CH:26][CH:25]=1)[CH:5]=[CH:4]3 |f:2.3,4.5.6,^1:71,73,92,111|. Procedure: 7-Bromo-12,12-dimethyl-10-phenyl-10,12-dihydroindeno[2,1-b]carbazole synthesized in Example 1 (2.0 g), 4-diphenylamino-phenylboronic acid (1.32 g), a toluene/ethanol (4/1, v/v) mixed solvent (15 ml), and a 2M potassium carbonate aqueous solution (3.4 ml) were added to a nitrogen-substituted reaction vessel and aerated with nitrogen gas for 30 min under ultrasonic irradiation. The mixture was heated after adding tetrakis(triphenylphosphine)palladium (0.26 g), and stirred at 73° C. for 5 hours. Af... Starting materials: ClC1=CC(N(C(N1C)=O)C)=O (6-chloro-1,3-dimethyl-2,4(1H,3H)-pyrimidinedione), C(CC1=CC=CC=C1)Br (phenethyl bromide), C(O)CN (ethanolamine), C(C)(C)O (isopropanol), resultant mixture. The solvent is C(C)N(CC)CC (triethylamine), C(Cl)(Cl)Cl (chloroform), C(Cl)(Cl)Cl (chloroform), CN(C=O)C (dimethylformamide). Conditions: temperature 110 celsius, time 4 hour. Product: CN1C(N(C(C=C1N(CCO)CCC1=CC=CC=C1)=O)C)=O (1,3-dimethyl-6-[N-(2-hydroxyethyl)-2-phenylethylamino]-2,4(1H,3H)-pyrimidinedione). RXN SMILES: [CH2:1](Br)[CH2:2][C:3]1[CH:8]=[CH:7][CH:6]=[CH:5][CH:4]=1.[CH2:10]([CH2:12][NH2:13])[OH:11].C(O)(C)C.Cl[C:19]1[N:24]([CH3:25])[C:23](=[O:26])[N:22]([CH3:27])[C:21](=[O:28])[CH:20]=1>CN(C)C=O.C(Cl)(Cl)Cl.C(N(CC)CC)C>[CH3:25][N:24]1[C:19]([N:13]([CH2:1][CH2:2][C:3]2[CH:8]=[CH:7][CH:6]=[CH:5][CH:4]=2)[CH2:12][CH2:10][OH:11])=[CH:20][C:21](=[O:28])[N:22]([CH3:27])[C:23]1=[O:26]. Procedure: A mixture consisting of 3 ml of phenethyl bromide, 13 ml of ethanolamine and 15 ml of isopropanol was heated for 2 hours under reflux. After allowing the reaction mixture to cool down, 50 ml of chloroform were added. The thus-prepared mixture was washed with water and then concentrated to obtain an oily substance. To the oily substance, 3.5 g of 6-chloro-1,3-dimethyl-2,4(1H,3H)-pyrimidinedione and 3.3 ml of triethylamine were added. The resultant mixture was dissolved in 15 ml of dimethylformami... Starting materials: CCOC(C)=O, O=CO, COc1cnc(OC(c2ccccc2)(c2ccccc2)c2ccccc2)cc1OC1CCCC1. Product: COc1cnc(CO)cc1OC1CCCC1. RXN SMILES: [CH3:38][CH2:39][O:40][C:41](=[O:42])[CH3:43].[CH:1](=[O:2])[OH:3].[CH:4]1([O:9][c:10]2[cH:11][c:12]([O:18][C:19]([c:20]3[cH:21][cH:22][cH:23][cH:24][cH:25]3)([c:26]3[cH:27][cH:28][cH:29][cH:30][cH:31]3)[c:32]3[cH:33][cH:34][cH:35][cH:36][cH:37]3)[n:13][cH:14][c:15]2[O:16][CH3:17])[CH2:5][CH2:6][CH2:7][CH2:8]1>>[CH2:1]([OH:3])[c:12]1[cH:11][c:10]([O:9][CH:4]2[CH2:5][CH2:6][CH2:7][CH2:8]2)[c:15]([O:16][CH3:17])[cH:14][n:13]1. The reactants are [Cl-].FC1=CC=C(C[Zn+])C=C1 (4-Fluorobenylzinc chloride), ClC=1C=CC2=C(N=CC3=C(N2Cl)C=CC=C3)C1 (8,5-Dichloro-5H-dibenzo[b,e][1,4]diazepine). Yields the product ClC=1C=CC2=C(N=C(C3=C(N2)C=CC=C3)C3=CC=C(C=C3)F)C1 (8-Chloro-11-(4-fluorophenyl)-5H-dibenzo[b,e][1,4]diazepine). Yield: 71.3%. Reaction SMILES: [Cl-].[F:2][C:3]1[CH:10]=[CH:9][C:6]([CH2:7][Zn+])=[CH:5][CH:4]=1.[Cl:11][C:12]1[CH:13]=[CH:14][C:15]2[N:21](Cl)[C:20]3[CH:23]=[CH:24][CH:25]=[CH:26][C:19]=3C=[N:17][C:16]=2[CH:27]=1>>[Cl:11][C:12]1[CH:13]=[CH:14][C:15]2[NH:21][C:20]3[CH:23]=[CH:24][CH:25]=[CH:26][C:19]=3[C:7]([C:6]3[CH:9]=[CH:10][C:3]([F:2])=[CH:4][CH:5]=3)=[N:17][C:16]=2[CH:27]=1 |f:0.1|. Procedure: 4-Fluorobenylzinc chloride (0.5 ml, 0.5 M in THF, 0.4 mmol) and 8,5-dichloro-5H-dibenzo[b,e][1,4]diazepine (160FE64) (26 mg, 0.1 mmol) were reacted according GP10 to give 23 mg of the title compound (160FE70). MS (ESI) 323 (MH+). Purity for MH+ (UV/MS) 98/100.